This data is from the Open Reaction Database (ORD), a public repository of structured organic reaction records. The task is: describe an organic reaction: reactants, conditions, products, and yield The reactants are O=C([O-])O, CNC(=O)c1ccsc1, CCOC(C)=O, [Na+], O=C(NCO)C(F)(F)F, O=S(=O)(O)O. Product: CNC(=O)c1csc(CNC(=O)C(F)(F)F)c1. As a reaction SMILES: [C:30](=[O:31])([O-:32])[OH:33].[CH3:1][NH:2][C:3](=[O:4])[c:5]1[cH:6][s:7][cH:8][cH:9]1.[CH3:24][CH2:25][O:26][C:27](=[O:28])[CH3:29].[Na+:34].[OH:10][CH2:11][NH:12][C:13]([C:14]([F:15])([F:16])[F:17])=[O:18].[S:19](=[O:20])(=[O:21])([OH:22])[OH:23]>>[CH3:1][NH:2][C:3](=[O:4])[c:5]1[cH:6][s:7][c:8]([CH2:11][NH:12][C:13]([C:14]([F:15])([F:16])[F:17])=[O:18])[cH:9]1. Reactants: BrC=1C=C2C(N(C(=NC2=CC1)C1=CC(=CC=C1)Cl)CC(=O)NC(C)(C)C)=O (2-[6-bromo-2-(3-chlorophenyl)-4-oxo-4H-quinazolin-3-yl]-N-tert-butylacetamide), C(C)(C)(C)OC(=O)N1CCNCCC1 (tert-butyl-1-homopiperazinecarboxylate), C([O-])([O-])=O.[Cs+].[Cs+] (cesium carbonate), C1(=CC=CC=C1)P(C1=C(C2=CC=CC=C2C=C1)C1=C(C=CC2=CC=CC=C12)P(C1=CC=CC=C1)C1=CC=CC=C1)C1=CC=CC=C1 (Racemic-2,2′-bis(diphenylphosphino)-1,1′-binaphthyl). The reagents and catalysts are C(C)(=O)[O-].[Pd+2].C(C)(=O)[O-] (palladium(II) acetate). Run in C1(=CC=CC=C1)C (toluene), O1CCOCC1 (dioxane). Conditions: temperature 80 celsius. Product: C(C)(C)(C)OC(=O)N1CCN(CCC1)C=1C=C2C(N(C(=NC2=CC1)C1=CC(=CC=C1)Cl)CC(NC(C)(C)C)=O)=O (4-[3-(tert-butylcarbamoylmethyl)-2-(3-chlorophenyl)-4-oxo-3,4-dihydroquinazolin-6-yl]perhydro-1,4-diazepine-1-carboxylic acid tert-butyl ester). The yield is 46.7%. Reaction SMILES: C1(P(C2C=CC=CC=2)C2C=CC3C(=CC=CC=3)C=2C2C3C(=CC=CC=3)C=CC=2P(C2C=CC=CC=2)C2C=CC=CC=2)C=CC=CC=1.Br[C:48]1[CH:49]=[C:50]2[C:55](=[CH:56][CH:57]=1)[N:54]=[C:53]([C:58]1[CH:63]=[CH:62][CH:61]=[C:60]([Cl:64])[CH:59]=1)[N:52]([CH2:65][C:66]([NH:68][C:69]([CH3:72])([CH3:71])[CH3:70])=[O:67])[C:51]2=[O:73].[C:74]([O:78][C:79]([N:81]1[CH2:87][CH2:86][CH2:85][NH:84][CH2:83][CH2:82]1)=[O:80])([CH3:77])([CH3:76])[CH3:75].C(=O)([O-])[O-].[Cs+].[Cs+]>C([O-])(=O)C.[Pd+2].C([O-])(=O)C.O1CCOCC1.C1(C)C=CC=CC=1>[C:74]([O:78][C:79]([N:81]1[CH2:87][CH2:86][CH2:85][N:84]([C:48]2[CH:49]=[C:50]3[C:55](=[CH:56][CH:57]=2)[N:54]=[C:53]([C:58]2[CH:63]=[CH:62][CH:61]=[C:60]([Cl:64])[CH:59]=2)[N:52]([CH2:65][C:66](=[O:67])[NH:68][C:69]([CH3:72])([CH3:71])[CH3:70])[C:51]3=[O:73])[CH2:83][CH2:82]1)=[O:80])([CH3:77])([CH3:75])[CH3:76] |f:3.4.5,6.7.8|. Reported procedure: Racemic-2,2′-bis(diphenylphosphino)-1,1′-binaphthyl (5 mg, 0.009 mmol) and anhydrous toluene (0.5 mL) was heated in a microwave vial with stirring at 80° C. under an Argon atmosphere until a homogeneous milky solution was obtained (˜5 min). This solution was cooled to room temperature and palladium(II) acetate (2 mg, 0.006 mmol) was added. After stirring at room temperature for 2 min., 2-[6-bromo-2-(3-chlorophenyl)-4-oxo-4H-quinazolin-3-yl]-N-tert-butylacetamide (INTERMEDIATE VI.1) (67 mg, 0.15 ... Starting materials: C(C)(C)(C)OC(NC1=C(C=C(C=C1)C(F)(F)F)N)=O ((2-amino-4-trifluoromethyl-phenyl)-carbamic acid tert-butyl ester), C(C)(C)(C)OC(CC(=O)C1=CC(=CC=C1)C1=CC(=NC=C1)C)=O (3-[3-(2-methyl-pyridin-4-yl)-phenyl]-3-oxo-propionic acid tert-butyl ester). Yields the product C(C)(C)(C)OC(NC1=C(C=C(C=C1)C(F)(F)F)NC(CC(=O)C1=CC(=CC=C1)C1=CC(=NC=C1)C)=O)=O ((2-{3-[3-(2-methyl-pyridin-4-yl)-phenyl]-3-oxo-propionylamino}-4-trifluoromethyl-phenyl)-carbamic acid tert-butyl ester), foam. Isolated yield 82.0%. Reaction SMILES: [C:1]([O:5][C:6](=[O:19])[NH:7][C:8]1[CH:13]=[CH:12][C:11]([C:14]([F:17])([F:16])[F:15])=[CH:10][C:9]=1[NH2:18])([CH3:4])([CH3:3])[CH3:2].C([O:24][C:25](=O)[CH2:26][C:27]([C:29]1[CH:34]=[CH:33][CH:32]=[C:31]([C:35]2[CH:40]=[CH:39][N:38]=[C:37]([CH3:41])[CH:36]=2)[CH:30]=1)=[O:28])(C)(C)C>>[C:1]([O:5][C:6](=[O:19])[NH:7][C:8]1[CH:13]=[CH:12][C:11]([C:14]([F:17])([F:16])[F:15])=[CH:10][C:9]=1[NH:18][C:25](=[O:24])[CH2:26][C:27]([C:29]1[CH:34]=[CH:33][CH:32]=[C:31]([C:35]2[CH:40]=[CH:39][N:38]=[C:37]([CH3:41])[CH:36]=2)[CH:30]=1)=[O:28])([CH3:4])([CH3:2])[CH3:3]. Reported procedure: The title compound was prepared from (2-amino-4-trifluoromethyl-phenyl)-carbamic acid tert-butyl ester (Example J3) (276 mg, 1.0 mmol) and 3-[3-(2-methyl-pyridin-4-yl)-phenyl]-3-oxo-propionic acid tert-butyl ester (Example K12) (311 mg, 1.0 mmol) according to the general procedure M. Obtained as a light brown foam (420 mg, 82%). Reactants: CC1=C(C(=O)C(C(=O)OCC)=COCC)C(=CC(=C1F)F)F (ethyl 2-(2-methyl-3,4,6-trifluorobenzoyl)-3-ethoxyacrylate), FC1=C(N)C=CC(=C1)F (2,4-difluoroaniline). Yields the product CC1=C(C(=O)C(C(=O)OCC)=CNC2=C(C=C(C=C2)F)F)C(=CC(=C1F)F)F (ethyl 2-(2-methyl-3,4,6-trifluorobenzoyl)-3-(2,4-difluorophenyl)aminoacrylate). Isolated yield 87.1%. As a reaction SMILES: [CH3:1][C:2]1[C:19]([F:20])=[C:18]([F:21])[CH:17]=[C:16]([F:22])[C:3]=1[C:4]([C:6](=[CH:12]OCC)[C:7]([O:9][CH2:10][CH3:11])=[O:8])=[O:5].[F:23][C:24]1[CH:30]=[C:29]([F:31])[CH:28]=[CH:27][C:25]=1[NH2:26]>>[CH3:1][C:2]1[C:19]([F:20])=[C:18]([F:21])[CH:17]=[C:16]([F:22])[C:3]=1[C:4]([C:6](=[CH:12][NH:26][C:25]1[CH:27]=[CH:28][C:29]([F:31])=[CH:30][C:24]=1[F:23])[C:7]([O:9][CH2:10][CH3:11])=[O:8])=[O:5]. Reported procedure: Employing ethyl 2-(2-methyl-3,4,6-trifluorobenzoyl)-3-ethoxyacrylate (1.0 g) and 2,4-difluoroaniline (0.5 g), the procedure of Reference Example 8 is repeated to give ethyl 2-(2-methyl-3,4,6-trifluorobenzoyl)-3-(2,4-difluorophenyl)aminoacrylate (1.1 g). Reactants: CNC(=O)c1sc(C)c(C)c1C(=O)c1ccccc1, CO, [K+], [OH-], O. Yields the product Cc1sc(C(=O)O)c(C(=O)c2ccccc2)c1C. Reaction SMILES: [CH3:1][NH:2][C:3](=[O:4])[c:5]1[s:6][c:7]([CH3:19])[c:8]([CH3:18])[c:9]1[C:10]([c:11]1[cH:12][cH:13][cH:14][cH:15][cH:16]1)=[O:17].[CH3:23][OH:24].[K+:21].[OH-:20].[OH2:22]>>[C:3](=[O:4])([c:5]1[s:6][c:7]([CH3:19])[c:8]([CH3:18])[c:9]1[C:10]([c:11]1[cH:12][cH:13][cH:14][cH:15][cH:16]1)=[O:17])[OH:20].